From a dataset of the Open Reaction Database (ORD), a public repository of structured organic reaction records. describe an organic reaction: reactants, conditions, products, and yield Starting materials: [Mn](=O)(=O)(=O)[O-].[K+] (potassium permanganate), C(C)(=O)OC1=C[C@H](N(C=2C=3N(C=CC12)C(=C(N3)C)C)C(C)=O)C3=CC=CC=C3 ((9S)-7-acetoxy-10-acetyl-2,3-dimethyl-9-phenyl-9,10-dihydroimidazo[1,2h][1,7]-naphthyridine), S(=O)(O)[O-].[Na+] (sodium hydrogensulphite). Run in O (water), CC(=O)C (acetone). Conditions: time 30 minute. Product: C(C)(=O)N1[C@@H]([C@H](C(C=2C=CN3C(C12)=NC(=C3C)C)=O)O)C3=CC=CC=C3 ((8R,9R)-10-Acetyl-8-hydroxy-2,3-dimethyl-9-phenyl-7,8,9,10-tetrahydroimidazo[1,2-h][1,7]-naphthyridin-7-one). Yield: 15.9%. As a reaction SMILES: C([O:4][C:5]1[C:14]2[CH:13]=[CH:12][N:11]3[C:15]([CH3:19])=[C:16]([CH3:18])[N:17]=[C:10]3[C:9]=2[N:8]([C:20](=[O:22])[CH3:21])[C@H:7]([C:23]2[CH:28]=[CH:27][CH:26]=[CH:25][CH:24]=2)[CH:6]=1)(=O)C.[Mn]([O-])(=O)(=O)=[O:30].[K+].S([O-])(O)=O.[Na+]>CC(C)=O.O>[C:20]([N:8]1[C:9]2[C:10]3=[N:17][C:16]([CH3:18])=[C:15]([CH3:19])[N:11]3[CH:12]=[CH:13][C:14]=2[C:5](=[O:4])[C@H:6]([OH:30])[C@H:7]1[C:23]1[CH:24]=[CH:25][CH:26]=[CH:27][CH:28]=1)(=[O:22])[CH3:21] |f:1.2,3.4|. Reported procedure: 2.0 g (5.4 mmol) of (9S)-7-acetoxy-10-acetyl-2,3-dimethyl-9-phenyl-9,10-dihydroimidazo[1,2h][1,7]-naphthyridine are dissolved in 30 ml of acetone and 6 ml of water. 1.0 g (6.4 mmol) of potassium permanganate is then introduced in portions at 0° C. After 30 min, the brown suspension is admixed with 1 ml of saturated sodium hydrogensulphite solution, filtered through Celite and washed with methanol and dichloromethane. The filtrate is concentrated and the residue crystallized using ethanol. 0.3 g ...